Task: describe an organic reaction: reactants, conditions, products, and yield. Dataset: the Open Reaction Database (ORD), a public repository of structured organic reaction records Starting materials: O=C1NCCC12CCN(S(=O)(=O)c1ccccc1C(F)(F)F)CC2, O=C1N(c2ccc(C(O)C(F)(F)F)cc2)CCC12CCN(S(=O)(=O)c1ccccc1C(F)(F)F)CC2, CC(O)(c1ccc(I)cc1)C(F)(F)F. Yields the product CC(O)(c1ccc(N2CCC3(CCN(S(=O)(=O)c4ccccc4C(F)(F)F)CC3)C2=O)cc1)C(F)(F)F. As a reaction SMILES: [F:1][C:2]([c:3]1[c:4]([S:9](=[O:10])(=[O:11])[N:12]2[CH2:13][CH2:14][C:15]3([CH2:16][CH2:17][NH:18][C:19]3=[O:20])[CH2:21][CH2:22]2)[cH:5][cH:6][cH:7][cH:8]1)([F:23])[F:24].[F:25][C:26]([F:27])([F:28])[CH:29]([c:30]1[cH:31][cH:32][c:33]([N:34]2[CH2:35][CH2:36][C:37]3([CH2:38][CH2:39][N:40]([S:41]([c:42]4[cH:43][cH:44][cH:45][cH:46][c:47]4[C:48]([F:49])([F:50])[F:51])(=[O:52])=[O:53])[CH2:54][CH2:55]3)[C:56]2=[O:57])[cH:58][cH:59]1)[OH:60].[F:61][C:62]([C:63]([CH3:64])([OH:65])[c:66]1[cH:67][cH:68][c:69]([I:72])[cH:70][cH:71]1)([F:73])[F:74]>>[F:1][C:2]([c:3]1[c:4]([S:9](=[O:10])(=[O:11])[N:12]2[CH2:13][CH2:14][C:15]3([CH2:16][CH2:17][N:18]([c:69]4[cH:68][cH:67][c:66]([C:63]([C:62]([F:61])([F:73])[F:74])([CH3:64])[OH:65])[cH:71][cH:70]4)[C:19]3=[O:20])[CH2:21][CH2:22]2)[cH:5][cH:6][cH:7][cH:8]1)([F:23])[F:24]. Reactants: CON=C(C(=O)OC)c1nsc(NC(=O)OC)n1, Cl, [Na+], [OH-], O. Product: CON=C(C(=O)O)c1nsc(NC(=O)OC)n1. As a reaction SMILES: [CH3:1][O:2][C:3](=[O:4])[NH:5][c:6]1[n:7][c:8]([C:11]([C:12](=[O:13])[O:14][CH3:15])=[N:16][O:17][CH3:18])[n:9][s:10]1.[ClH:21].[Na+:20].[OH-:19].[OH2:22]>>[CH3:1][O:2][C:3](=[O:4])[NH:5][c:6]1[n:7][c:8]([C:11]([C:12](=[O:13])[OH:14])=[N:16][O:17][CH3:18])[n:9][s:10]1. The reactants are C(C1=CC=CC=C1)N1C[C@H]([C@@H](C1)C(=O)OCC)C(=S)CCC (1-benzyl-3-(S)-(n-propanethiocarbonyl)-4-(S)-(ethoxycarbonyl)pyrrolidine), CC(=O)C (acetone), C(C)[SiH](CC)CC (triethylsilane). Reagents/catalysts: [Pd] (Pd/C). Run at time 45 minute. Yields the product C(C1=CC=CC=C1)N1C[C@H]([C@@H](C1)C(=O)OCC)C=O (1-Benzyl-3-(S)-(formyl)-4-(S)-(ethoxycarbonyl)pyrrolidine). As a reaction SMILES: [CH2:1]([N:8]1[CH2:12][C@@H:11]([C:13]([O:15][CH2:16][CH3:17])=[O:14])[C@H:10]([C:18](CCC)=S)[CH2:9]1)[C:2]1[CH:7]=[CH:6][CH:5]=[CH:4][CH:3]=1.C([SiH](CC)CC)C.CC(C)=[O:32]>[Pd]>[CH2:1]([N:8]1[CH2:12][C@@H:11]([C:13]([O:15][CH2:16][CH3:17])=[O:14])[C@H:10]([CH:18]=[O:32])[CH2:9]1)[C:2]1[CH:7]=[CH:6][CH:5]=[CH:4][CH:3]=1. Reported procedure: To a mixture of 0.375 g of 10% Pd/C and 6.5 g (19.4 mmol) of 1-benzyl-3-(S)-(n-propanethiocarbonyl)-4-(S)-(ethoxycarbonyl)pyrrolidine in 30 mL acetone was added dropwise 7.5 mL (47.0 mmol) of triethylsilane over 15 min. The mixture was allowed to stir for 45 min after addition was complete. The reaction mixture was filtered through a thin pad of celite and the filtrate was concentrated. The residue was purified by chromatography (silica, acetone:hexanes, 1:4) to give 4.2 g of title compound; 1H ... Reactants: FC(C(=O)NCCC(C1=CC(=CC=C1)I)O)(F)F (2,2,2-trifluoro-N-(3-hydroxy-3-(3-iodophenyl)propyl)acetamide), C(CC#C)C1=CC=C(C=C1)C (1-(but-3-ynyl)-4-methylbenzene). The product is FC(C(=O)NCCC(C1=CC(=CC=C1)C#CCCC1=CC=C(C=C1)C)O)(F)F (2,2,2-trifluoro-N-(3-hydroxy-3-(3-(4-p-tolylbut-1-ynyl)phenyl)propyl)acetamide). As a reaction SMILES: [F:1][C:2]([F:18])([F:17])[C:3]([NH:5][CH2:6][CH2:7][CH:8]([OH:16])[C:9]1[CH:14]=[CH:13][CH:12]=[C:11](I)[CH:10]=1)=[O:4].[CH2:19]([C:23]1[CH:28]=[CH:27][C:26]([CH3:29])=[CH:25][CH:24]=1)[CH2:20][C:21]#[CH:22]>>[F:1][C:2]([F:18])([F:17])[C:3]([NH:5][CH2:6][CH2:7][CH:8]([OH:16])[C:9]1[CH:14]=[CH:13][CH:12]=[C:11]([C:22]#[C:21][CH2:20][CH2:19][C:23]2[CH:24]=[CH:25][C:26]([CH3:29])=[CH:27][CH:28]=2)[CH:10]=1)=[O:4]. Reported procedure: Sonogashira reaction of (2,2,2-trifluoro-N-(3-hydroxy-3-(3-iodophenyl)propyl)acetamide) with 1-(but-3-ynyl)-4-methylbenzene yielded 2,2,2-trifluoro-N-(3-hydroxy-3-(3-(4-p-tolylbut-1-ynyl)phenyl)propyl)acetamide as yellow oil. Yield (0.310 g, 60%): 1H NMR (400 MHz, CDCl3) δ 7.29-7.51 (m, 4H), 7.17 (d, J=8.0 Hz, 2H), 7.13 (d, J=8.0 Hz, 2H), 4.84-4.86 (m, 1H), 3.66-3.70 (m, 1H), 3.38-3.43 (m, 1H), 2.89 (t, J=7.6 Hz, 2H), 2.67 (t, J=7.6 Hz, 2H), 2.33 (s, 3H), 2.25 (bs, 1H), 1.92-1.97 (m, 2H). Reactants: C1(=CC=CC=C1)P(C1=CC=CC=C1)C1=CC=CC=C1 (Triphenylphosphine), C(CCC\C=C/C\C=C/C\C=C/C\C=C/C\C=C/CC)O ((5Z,8Z,11Z,14Z,17Z)-icosa-5,8,11,14,17-pentaen-1-ol), C(C)(=S)O (thioacetic acid), CC(C)OC(=O)/N=N/C(=O)OC(C)C (DIAD). Solvent: CCCCCCC (Heptane), C1CCOC1 (THF), C1CCOC1 (THF). Run at temperature 0 celsius, time 30 minute. The product is C(C)(SCCCC\C=C/C\C=C/C\C=C/C\C=C/C\C=C/CC)=O (S-(5Z,8Z,11Z,14Z,17Z)-icosa-5,8,11,14,17-pentaenyl ethanethioate). Yield: 79.3%. As a reaction SMILES: C1(P(C2C=CC=CC=2)C2C=CC=CC=2)C=CC=CC=1.CC(OC(/N=N/C(OC(C)C)=O)=O)C.[CH2:34](O)[CH2:35][CH2:36][CH2:37]/[CH:38]=[CH:39]\[CH2:40]/[CH:41]=[CH:42]\[CH2:43]/[CH:44]=[CH:45]\[CH2:46]/[CH:47]=[CH:48]\[CH2:49]/[CH:50]=[CH:51]\[CH2:52][CH3:53].[C:55]([OH:58])(=[S:57])[CH3:56]>C1COCC1.CCCCCCC>[C:55](=[O:58])([S:57][CH2:34][CH2:35][CH2:36][CH2:37]/[CH:38]=[CH:39]\[CH2:40]/[CH:41]=[CH:42]\[CH2:43]/[CH:44]=[CH:45]\[CH2:46]/[CH:47]=[CH:48]\[CH2:49]/[CH:50]=[CH:51]\[CH2:52][CH3:53])[CH3:56]. Procedure: Triphenylphosphine (21.0 g, 80 mmol) was dissolved in dry THF (170 mL) at 0° C. under inert atmosphere and added DIAD (15.8 mL, 80 mmol) dropwise. After 40 minutes at 0° C. the white suspension was added dropwise to a solution of (5Z,8Z,11Z,14Z,17Z)-icosa-5,8,11,14,17-pentaen-1-ol (11.5 g, 40 mmol) and thioacetic acid (5.7 mL, 80 mmol) in dry THF (50 mL) during 15 minutes. The resulting turbid mixture was stirred at 0° C. for 30 minutes, followed by ambient temperature for 1.5 hour. Heptane was ... Reactants: C(C)(=O)OCCCCCCCCCCCC1=C(C(C(=C(C1=O)OC)OC)=O)C (6-(11-acetoxyundecyl)-2,3-dimethoxy-5-methyl-1,4-benzoquinone), Cl (hydrochloric acid), C([O-])(O)=O.[Na+] (sodium bicarbonate). The solvent is CO (methanol). Run at time 12 hour. Yields the product OCCCCCCCCCCCC1=C(C(C(=C(C1=O)OC)OC)=O)C (6-(11-hydroxyundecyl)-2,3-dimethoxy-5-methyl-1,4-benzoquinone). Yield: 95.9%. RXN SMILES: C([O:4][CH2:5][CH2:6][CH2:7][CH2:8][CH2:9][CH2:10][CH2:11][CH2:12][CH2:13][CH2:14][CH2:15][C:16]1[C:21](=[O:22])[C:20]([O:23][CH3:24])=[C:19]([O:25][CH3:26])[C:18](=[O:27])[C:17]=1[CH3:28])(=O)C.Cl.C(=O)(O)[O-].[Na+]>CO>[OH:4][CH2:5][CH2:6][CH2:7][CH2:8][CH2:9][CH2:10][CH2:11][CH2:12][CH2:13][CH2:14][CH2:15][C:16]1[C:21](=[O:22])[C:20]([O:23][CH3:24])=[C:19]([O:25][CH3:26])[C:18](=[O:27])[C:17]=1[CH3:28] |f:2.3|. Procedure: To a solution (200 ml) of 6-(11-acetoxyundecyl)-2,3-dimethoxy-5-methyl-1,4-benzoquinone (4.2 g) in methanol is added concentrated hydrochloric acid (0.1 ml), and the mixture is allowed to stand at room temperature for 12 hours. To the reaction mixture is added sodium bicarbonate (0.2 g) and the solvent is distilled off. The product is dissolved in dichloromethane and the insoluble matter is filtered off. Removal of dichloromethane by distillation gives crude crystals. Recrystallization from hexa... The reactants are O=C([O-])[O-], CC(=O)Oc1ccc(C(C)ON2C(C)(C)CC3(CC2(C)C)OCC(C)(C)CO3)cc1, CO, Cl, [K+], [K+], O. The product is CC(ON1C(C)(C)CC2(CC1(C)C)OCC(C)(C)CO2)c1ccc(O)cc1. As a reaction SMILES: [C:31](=[O:32])([O-:33])[O-:34].[CH3:1][C:2]1([CH3:30])[CH2:3][O:4][C:5]2([O:6][CH2:7]1)[CH2:8][C:9]([CH3:28])([CH3:29])[N:10]([O:15][CH:16]([CH3:17])[c:18]1[cH:19][cH:20][c:21]([O:24][C:25](=[O:26])[CH3:27])[cH:22][cH:23]1)[C:11]([CH3:13])([CH3:14])[CH2:12]2.[CH3:38][OH:39].[ClH:37].[K+:35].[K+:36].[OH2:40]>>[CH3:1][C:2]1([CH3:30])[CH2:3][O:4][C:5]2([O:6][CH2:7]1)[CH2:8][C:9]([CH3:28])([CH3:29])[N:10]([O:15][CH:16]([CH3:17])[c:18]1[cH:19][cH:20][c:21]([OH:24])[cH:22][cH:23]1)[C:11]([CH3:13])([CH3:14])[CH2:12]2. The reactants are C(C)(C)(C)C=1C=C(C(=C(C(=O)NC2CC2)C1)OC)NC(C(=O)C1=CC=C(C2=CC=CC=C12)OCCN1CCOCC1)=O (5-tert-Butyl-N-cyclopropyl-2-methoxy-3-{2-[4-(2-morpholin-4-yl-ethoxy)-naphthalen-1-yl]2-oxo-acetylamino}-benzamide), CCO (EtOH), C(C)OC(=O)NN (hydrazinecarboxylic acid ethyl ester). Reagents/catalysts: CC(=O)O (AcOH). Reaction conditions: temperature 120 celsius, time 15 hour. Product: C(C)OC(=O)NN=C(C1=CC=C(C2=CC=CC=C12)OCCN1CCOCC1)C(NC1=C(C(=CC(=C1)C(C)(C)C)C(NC(C)CC)=O)OC)=O (N′-{(5-tert-Butyl-3-sec-butylcarbamoyl-2-methoxy-phenylcarbamoyl)-[4-(2-morpholin-4-yl-ethoxy)-naphthalen-1-yl]-methylene}-hydrazinecarboxylic acid ethyl ester). Reaction SMILES: [C:1]([C:5]1[CH:6]=[C:7]([NH:19][C:20](=[O:42])[C:21]([C:23]2[C:32]3[C:27](=[CH:28][CH:29]=[CH:30][CH:31]=3)[C:26]([O:33][CH2:34][CH2:35][N:36]3[CH2:41][CH2:40][O:39][CH2:38][CH2:37]3)=[CH:25][CH:24]=2)=O)[C:8]([O:17][CH3:18])=[C:9]([CH:16]=1)[C:10]([NH:12][CH:13]1[CH2:15][CH2:14]1)=[O:11])([CH3:4])([CH3:3])[CH3:2].[CH2:43]([O:45][C:46]([NH:48][NH2:49])=[O:47])[CH3:44].[CH3:50]CO>CC(O)=O>[CH2:43]([O:45][C:46]([NH:48][N:49]=[C:21]([C:20](=[O:42])[NH:19][C:7]1[CH:6]=[C:5]([C:1]([CH3:3])([CH3:4])[CH3:2])[CH:16]=[C:9]([C:10](=[O:11])[NH:12][CH:13]([CH2:14][CH3:50])[CH3:15])[C:8]=1[O:17][CH3:18])[C:23]1[C:32]2[C:27](=[CH:28][CH:29]=[CH:30][CH:31]=2)[C:26]([O:33][CH2:34][CH2:35][N:36]2[CH2:41][CH2:40][O:39][CH2:38][CH2:37]2)=[CH:25][CH:24]=1)=[O:47])[CH3:44]. Procedure details: Compound 30 (44 mg, 0.077 mmol) was dissolved in EtOH (1 mL) and hydrazinecarboxylic acid ethyl ester (24 mg, 0.231 mmol) and 1 drop of AcOH were added. The reaction mixture was stirred at 120° C. for 15 hrs, after which the crude mixture was purified by LC/MS. The isomers separated and the desired isomer was taken on into the next step. Calculated mass=660. Observed mass=660. The reactants are N1(CCCCC1)[C@H]1[C@@H](CCCC1)OC1=CC=C(C(=O)OC)C=C1 (methyl 4-[[trans-2-(1-piperidyl)cyclohexyl]oxy]benzoate), [OH-].[Na+] (NaOH). Run in CO.C1CCOC1 (MeOH THF). Reaction conditions: temperature 80 celsius, time 20 hour. The product is N1(CCCCC1)[C@H]1[C@@H](CCCC1)OC1=CC=C(C(=O)O)C=C1 ((±)-4-[[trans-2-(1-Piperidyl)cyclohexyl]oxy]benzoic Acid). Reaction SMILES: [N:1]1([C@@H:7]2[CH2:12][CH2:11][CH2:10][CH2:9][C@H:8]2[O:13][C:14]2[CH:23]=[CH:22][C:17]([C:18]([O:20]C)=[O:19])=[CH:16][CH:15]=2)[CH2:6][CH2:5][CH2:4][CH2:3][CH2:2]1.[OH-].[Na+]>CO.C1COCC1>[N:1]1([C@@H:7]2[CH2:12][CH2:11][CH2:10][CH2:9][C@H:8]2[O:13][C:14]2[CH:15]=[CH:16][C:17]([C:18]([OH:20])=[O:19])=[CH:22][CH:23]=2)[CH2:2][CH2:3][CH2:4][CH2:5][CH2:6]1 |f:1.2,3.4|. Procedure: A solution of methyl 4-[[trans-2-(1-piperidyl)cyclohexyl]oxy]benzoate (Part B) (2.232 g, 7.03 mmol) and 10.6 mL (10.6 mmol) of 1.0 N NaOH in 60 mL of 1:1 mixture of MeOH/THF was stirred at 80° C. for 20 h. The mixture was then cooled to room temperature, stirred for additional 7 h, and concentrated under reduced pressure. The residue was dissolved in 50 mL of 1.0 N HCl. This solution was extracted with 200 mL of EtOAc. The organic layer was washed with 200 mL of water. The combined aqueous layer... Reactants: ClC1=NC=CC=C1 (2-chloropyridine), NC1=CC=C(C=C1)S (4-aminothiophenol), [OH-].[K+] (potassium hydroxide). Solvent: O1CCOCC1 (dioxane). Reaction conditions: temperature 60 celsius. Product: N1=C(C=CC=C1)SC1=CC=C(N)C=C1 (4-(pyridine-2-ylthio) aniline). Isolated yield 84.7%. Reaction SMILES: Cl[C:2]1[CH:7]=[CH:6][CH:5]=[CH:4][N:3]=1.[NH2:8][C:9]1[CH:14]=[CH:13][C:12]([SH:15])=[CH:11][CH:10]=1.[OH-].[K+]>O1CCOCC1>[N:3]1[CH:4]=[CH:5][CH:6]=[CH:7][C:2]=1[S:15][C:12]1[CH:13]=[CH:14][C:9]([NH2:8])=[CH:10][CH:11]=1 |f:2.3|. Reported procedure: A mixture of 22.7 g of 2-chloropyridine, 25 g of 4-aminothiophenol, 12.4 g of potassium hydroxide and 100 ml of dioxane was heated at 60° C. for about 2 hours to react them, and the product was purified to obtain 34.2 g of 4-(pyridine-2-ylthio) aniline. A mixture of 10 g of 4-(pyridine-2-ylthio) aniline, 5.6 g of triethylamine and 70 ml of chloroform was cooled at lower 5° C. in nitrogen gas atmosphere and 17 g of trifluoromethanesulfonic anhydride was added dropwise to the mixture. After the ad...